From a dataset of the Open Reaction Database (ORD), a public repository of structured organic reaction records. describe an organic reaction: reactants, conditions, products, and yield Starting materials: ClC1=CC=C(C=C1)S(=O)(=O)C1(CCC(CC1)CS(=O)(=O)N1[C@H](CCC1)C(=O)O)C1=C(C=CC(=C1)F)F ((R)-1-[4-(4-Chloro-benzenesulfonyl)-4-(2,5-difluoro-phenyl)-cyclohexylmethanesulfonyl]-pyrrolidine-2-carboxylic acid), S(=O)(=O)(N)N (sulfamide). Run in CCOCC (ether), C(C)(=O)OCC (ethyl acetate), O1CCOCC1 (dioxane). The product is ClC1=CC=C(C=C1)S(=O)(=O)C1(CCC(CC1)NS(N)(=O)=O)C1=C(C=CC(=C1)F)F ([4-(4-Chloro-benzenesulfonyl)-4-(2,5-difluoro-phenyl)-cyclohexyl]-sulfamic amide). Yield: 42.0%. As a reaction SMILES: [Cl:1][C:2]1[CH:7]=[CH:6][C:5]([S:8]([C:11]2([C:29]3[CH:34]=[C:33]([F:35])[CH:32]=[CH:31][C:30]=3[F:36])[CH2:16][CH2:15][CH:14](CS(N3CCC[C@@H]3C(O)=O)(=O)=O)[CH2:13][CH2:12]2)(=[O:10])=[O:9])=[CH:4][CH:3]=1.[S:37]([NH2:41])([NH2:40])(=[O:39])=[O:38]>O1CCOCC1.C(OCC)(=O)C.CCOCC>[Cl:1][C:2]1[CH:7]=[CH:6][C:5]([S:8]([C:11]2([C:29]3[CH:34]=[C:33]([F:35])[CH:32]=[CH:31][C:30]=3[F:36])[CH2:16][CH2:15][CH:14]([NH:40][S:37](=[O:39])(=[O:38])[NH2:41])[CH2:13][CH2:12]2)(=[O:10])=[O:9])=[CH:4][CH:3]=1. Reported procedure: Intermediate R (100 mg, 0.26 mmol in dioxane (4 ml) was treated with sulfamide (125 mg, 1.30 mmol) and heated to reflux for 1 hour, then cooled to room temperature, diluted with ethyl acetate, washed with H2O, dried (MgSO4) and evaporated. Trituration of the residue in ether afforded the desired product (50 mg, 42% yield). 1H NMR (360 MHz, CDCl3) δ 7.40–7.30 (4H, m), 7.09–7.02 (2H, m), 6.90–6.80 (1H, m), 5.51–5.46 (1H, m), 5.14–5.07 (2H, broad, s) 3.70–3.61 (1H, m), 2.60–2.49 (3H, m), 2.19–2.10 ... RXN SMILES: C(O)=O.CC(C)(C)C([NH:8][C:9]1[CH:14]=[CH:13][CH:12]=[C:11]([CH2:15][N:16]2[CH2:21][CH2:20][CH:19]([NH:22]C(OC(C)(C)C)=O)[CH2:18][CH2:17]2)[N:10]=1)=O.[ClH:32]>CO>[ClH:32].[ClH:32].[ClH:32].[NH2:8][C:9]1[CH:14]=[CH:13][CH:12]=[C:11]([CH2:15][N:16]2[CH2:21][CH2:20][CH:19]([NH2:22])[CH2:18][CH2:17]2)[N:10]=1 |f:0.1,4.5.6.7|. Starting materials: C(=O)O.CC(C(=O)NC1=NC(=CC=C1)CN1CCC(CC1)NC(=O)OC(C)(C)C)(C)C (2-(trimethylacetylamino)-6-[(4-t-butoxycarbonylamino-1-piperidinyl)methyl]pyridine formic acid salt), Cl (HCl). Product: Cl.Cl.Cl.NC1=NC(=CC=C1)CN1CCC(CC1)N (2-amino-6-[(4-amino-1-piperidinyl)methyl ]pyridine trihydrochloride salt). Yield: 80.0%. Conditions: time 1 hour. Procedure details: To a stirred solution of 2-(trimethylacetylamino)-6-[(4-t-butoxycarbonylamino-1-piperidinyl)methyl]pyridine formic acid salt (0.74 g, 3.0 mmol) in methanol (6 mL) was added 6 N HCl (2 mL) at room temperature. The resulting mixture was heated to reflux for 10 h. Then, the reaction was cooled to room temperature and concentrated under rotary evaporator. After azeotropic removal of water with 1-propanol twice (20 mL each), the resulting solid was treated with methanol (5 mL). After being stirred fo... Solvent: CO (methanol). Starting materials: CI (methyl iodide), C(N)(=O)[C@H]1NC[C@H](C1)SCC1=CC=C(C=C1)OC ((2S, 4S)-2-carbamoyl-4-(4-methoxybenzylthio)pyrrolidine), C([O-])(O)=O.[Na+] (sodium bicarbonate). The solvent is CN(C=O)C (dimethylformamide). Reaction conditions: time 20 minute. Yields the product C(N)(=O)[C@H]1N(C[C@H](C1)SCC1=CC(=CC=C1)OC)C ((2S, 4S)-2-Carbamoyl-4-(3-methoxybenzylthio)-1-methylpyrrolidine). RXN SMILES: [CH3:1]I.[C:3]([C@@H:6]1[CH2:10][C@H:9]([S:11][CH2:12][C:13]2[CH:18]=[CH:17][C:16](OC)=[CH:15][CH:14]=2)[CH2:8][NH:7]1)(=[O:5])[NH2:4].[C:21](=[O:24])(O)[O-].[Na+]>CN(C)C=O>[C:3]([C@@H:6]1[CH2:10][C@H:9]([S:11][CH2:12][C:13]2[CH:14]=[CH:15][CH:16]=[C:17]([O:24][CH3:21])[CH:18]=2)[CH2:8][N:7]1[CH3:1])(=[O:5])[NH2:4] |f:2.3|. Procedure: 0.07 ml of methyl iodide was added, whilst ice-cooling, to a solution of 0.6 g of (2S, 4S)-2-carbamoyl-4-(4-methoxybenzylthio)pyrrolidine [prepared as described in step (5) above] dissolved in 4.5 ml of dry dimethylformamide. The mixture was then stirred at 0° to 5° C. for 5 minutes and at room temperature for 20 minutes. At the end of this time, the reaction mixture was poured into a saturated aqueous solution of sodium bicarbonate and then extracted with ethyl acetate. The extract was washed w... Reactants: [BH4-], CC(C)(C)O, CCO, CN(C)C=Nc1cc(=O)n(C2CC2)c(=O)n1-c1ccc(I)cc1F, [Na+], O, O=C(O)CC(O)(CC(=O)O)C(=O)O. Yields the product CNc1cc(=O)n(C2CC2)c(=O)n1-c1ccc(I)cc1F. RXN SMILES: [BH4-:9].[C:4]([OH:5])([CH3:6])([CH3:7])[CH3:8].[CH2:1]([OH:2])[CH3:3].[CH:11]1([n:14]2[c:15](=[O:34])[n:16](-[c:26]3[c:27]([F:33])[cH:28][c:29]([I:32])[cH:30][cH:31]3)[c:17]([N:21]=[CH:22][N:23]([CH3:24])[CH3:25])[cH:18][c:19]2=[O:20])[CH2:12][CH2:13]1.[Na+:10].[OH2:48].[OH:35][C:36]([CH2:37][C:38]([C:39](=[O:40])[OH:41])([CH2:42][C:43](=[O:44])[OH:45])[OH:46])=[O:47]>>[CH:11]1([n:14]2[c:15](=[O:34])[n:16](-[c:26]3[c:27]([F:33])[cH:28][c:29]([I:32])[cH:30][cH:31]3)[c:17]([NH:21][CH3:22])[cH:18][c:19]2=[O:20])[CH2:12][CH2:13]1.